This data is from the Open Reaction Database (ORD), a public repository of structured organic reaction records. The task is: describe an organic reaction: reactants, conditions, products, and yield Starting materials: IC1=C2C=CC(=NC2=CC=C1)Cl (5-iodo-2-chloroquinoline), COC1=CC=C2CCC(C2=C1)N (6-methoxyindan-1-ylamine), CS(=O)(=O)C=1C=C(N)C=CC1 (3-methylsulfonylaniline). Product: CS(=O)(=O)C=1C=C(C=CC1)NC=1C=2C=CC(=NC2C=CC1)NC1CCC2=CC=C(C=C12)OC (rac-N5-(3-Methanesulfonyl-phenyl)-N2-(6-methoxy-indan-1-yl)-quinoline-2,5-diamine). RXN SMILES: I[C:2]1[CH:11]=[CH:10][CH:9]=[C:8]2[C:3]=1[CH:4]=[CH:5][C:6](Cl)=[N:7]2.[CH3:13][O:14][C:15]1[CH:23]=[C:22]2[C:18]([CH2:19][CH2:20][CH:21]2[NH2:24])=[CH:17][CH:16]=1.[CH3:25][S:26]([C:29]1[CH:30]=[C:31]([CH:33]=[CH:34][CH:35]=1)[NH2:32])(=[O:28])=[O:27]>>[CH3:25][S:26]([C:29]1[CH:30]=[C:31]([NH:32][C:2]2[C:3]3[CH:4]=[CH:5][C:6]([NH:24][CH:21]4[C:22]5[C:18](=[CH:17][CH:16]=[C:15]([O:14][CH3:13])[CH:23]=5)[CH2:19][CH2:20]4)=[N:7][C:8]=3[CH:9]=[CH:10][CH:11]=2)[CH:33]=[CH:34][CH:35]=1)(=[O:27])=[O:28]. Reported procedure: The title compound, MS: m/e=460.4 (M+H+), was prepared in accordance with the general method of example 6 from 5-iodo-2-chloroquinoline, 6-methoxyindan-1-ylamine (CAS 103028-81-5) and 3-methylsulfonylaniline. The reactants are C(=O)([O-])[O-].[Cs+].[Cs+] (Cs2CO3), C(=O)(OCC1=CC=CC=C1)N[C@@H](CC1=CC=C(C=C1)O)C(=O)O (N-Cbz-L-tyrosine), CN(C)C=O (DMF), CI (methyl iodide). Solvent: CCOC(=O)C (EtOAc). Product: EtOAc hexanes, COC([C@@H](NC(=O)OCC1=CC=CC=C1)CC1=CC=C(C=C1)O)=O (N-Cbz-L-Tyrosine methyl ester). Yield: 25.0%. As a reaction SMILES: [C:1]([O-])([O-])=O.[Cs+].[Cs+].[C:7]([NH:17][C@H:18]([C:27]([OH:29])=[O:28])[CH2:19][C:20]1[CH:25]=[CH:24][C:23]([OH:26])=[CH:22][CH:21]=1)([O:9][CH2:10][C:11]1[CH:16]=[CH:15][CH:14]=[CH:13][CH:12]=1)=[O:8].CN(C=O)C.CI>CCOC(C)=O>[CH3:1][O:28][C:27](=[O:29])[C@H:18]([CH2:19][C:20]1[CH:21]=[CH:22][C:23]([OH:26])=[CH:24][CH:25]=1)[NH:17][C:7]([O:9][CH2:10][C:11]1[CH:12]=[CH:13][CH:14]=[CH:15][CH:16]=1)=[O:8] |f:0.1.2|. Procedure: A suspension of Cs2CO3 (0.65 g, 2.0 mmol), N-Cbz-L-tyrosine (1.3 g, 4.0 mmol; Bachem) and DMF (40 mL) at ambient temperature was treated with methyl iodide (0.5 mL, 4.0 mmol). After 2.0 h the reaction mixture was diluted with EtOAc and then washed with H2O and brine, dried (MgSO4) and concentrated. Flash chromatography (silica, 25% EtOAc/hexanes) gave 6-4 as a white solid. Rf 0.53 (silica, 50% EtOAc/hexanes). Reactants: ClC1=CC2=C(N=C(NS2(=O)=O)N2CCN(CC2)C)C=C1 (7-chloro-3-(4-methyl-1-piperazinyl)-2H-1,2,4-benzothiadiazine 1,1-dioxide), Cl (hydrochloric acid). Solvent: O (water). Yields the product Cl.ClC1=CC2=C(N=C(NS2(=O)=O)N2CCN(CC2)C)C=C1 (7-Chloro-3-(4-methyl-1-piperazinyl)-2H-1,2,4-benzothiadiazine 1,1-dioxide hydrochloride). The yield is 185.2%. RXN SMILES: [Cl:1][C:2]1[CH:20]=[CH:19][C:5]2[N:6]=[C:7]([N:12]3[CH2:17][CH2:16][N:15]([CH3:18])[CH2:14][CH2:13]3)[NH:8][S:9](=[O:11])(=[O:10])[C:4]=2[CH:3]=1.Cl>O>[ClH:1].[Cl:1][C:2]1[CH:20]=[CH:19][C:5]2[N:6]=[C:7]([N:12]3[CH2:17][CH2:16][N:15]([CH3:18])[CH2:14][CH2:13]3)[NH:8][S:9](=[O:10])(=[O:11])[C:4]=2[CH:3]=1 |f:3.4|. Procedure details: To a suspension of 3.0 g of 7-chloro-3-(4-methyl-1-piperazinyl)-2H-1,2,4-benzothiadiazine 1,1-dioxide in 12 ml of water is added dropwise 1.5 ml of concentrated hydrochloric acid. The mixture is heated on a stream bath until it becomes a clear solution, which precipitates crystals on cooling. There is obtained 3.1 g of the desired product, m.p. 277°-281° C. (decomposition). Starting materials: [OH-].[Na+] (sodium hydroxide), C(CCCCCC)NC(N(C)C=1C=C(C=CC1)C1=C(C=C(C=C1)CCC(=O)OC)OCCC(C)C)=O (methyl 3-[3′-(3-heptyl-1-methylureido)-2-(3-methylbutoxy)biphenyl-4-yl]propanoate). Run in CO (methanol). Reaction conditions: temperature 55 celsius. Yields the product C(CCCCCC)NC(N(C)C=1C=C(C=CC1)C1=C(C=C(C=C1)CCC(=O)O)OCCC(C)C)=O (3-[3′-(3-heptyl-1-methylureido)-2-(3-methylbutoxy)biphenyl-4-yl]propanoic acid). Yield: 84.0%. RXN SMILES: [OH-].[Na+].[CH2:3]([NH:10][C:11](=[O:38])[N:12]([C:14]1[CH:15]=[C:16]([C:20]2[CH:25]=[CH:24][C:23]([CH2:26][CH2:27][C:28]([O:30]C)=[O:29])=[CH:22][C:21]=2[O:32][CH2:33][CH2:34][CH:35]([CH3:37])[CH3:36])[CH:17]=[CH:18][CH:19]=1)[CH3:13])[CH2:4][CH2:5][CH2:6][CH2:7][CH2:8][CH3:9]>CO>[CH2:3]([NH:10][C:11](=[O:38])[N:12]([C:14]1[CH:15]=[C:16]([C:20]2[CH:25]=[CH:24][C:23]([CH2:26][CH2:27][C:28]([OH:30])=[O:29])=[CH:22][C:21]=2[O:32][CH2:33][CH2:34][CH:35]([CH3:37])[CH3:36])[CH:17]=[CH:18][CH:19]=1)[CH3:13])[CH2:4][CH2:5][CH2:6][CH2:7][CH2:8][CH3:9] |f:0.1|. Procedure details: 281 mg (7.03 mmol, 10 eq) of sodium hydroxide are added to a solution of 400 mg (0.703 mmol, 1 eq) of methyl 3-[3′-(3-heptyl-1-methylureido)-2-(3-methylbutoxy)biphenyl-4-yl]propanoate in 10 ml of methanol. The reaction mixture is heated at 55° C. for 1 hour. The reaction medium is evaporated to dryness, taken up in water, acidified with 2N hydrochloric acid solution and extracted with ethyl acetate. The organic phases are combined, washed with water and dried over magnesium sulfate. The solvent ... Reactants: O.O.P(=O)(O)(O)[O-].[Na+] (sodium dihydrogen phosphate dihydrate), ClC1=C(C=O)C=C(C(=C1)F)C1=NN(C(=C1Cl)OC(F)F)C (2-chloro-5-(4-chloro-5-difluoromethoxy-1-methyl-1H-pyrazol-3-yl)-4-fluorobenzaldehyde), Cl (hydrochloric acid), OO (hydrogen peroxide), Cl(=O)[O-].[Na+] (sodium chlorite). Run in O (water), C(C)#N (acetonitrile). Product: ClC1=C(C(=O)O)C=C(C(=C1)F)C1=NN(C(=C1Cl)OC(F)F)C (2-Chloro-5-(4-chloro-5-difluoromethoxy-1-methyl-1H-pyrazol-3-yl)-4-fluorobenzoic acid). Reaction SMILES: O.O.P([O-])(O)(O)=O.[Na+].[Cl:9][C:10]1[CH:17]=[C:16]([F:18])[C:15]([C:19]2[C:23]([Cl:24])=[C:22]([O:25][CH:26]([F:28])[F:27])[N:21]([CH3:29])[N:20]=2)=[CH:14][C:11]=1[CH:12]=[O:13].OO.Cl([O-])=[O:33].[Na+].Cl>O.C(#N)C>[Cl:9][C:10]1[CH:17]=[C:16]([F:18])[C:15]([C:19]2[C:23]([Cl:24])=[C:22]([O:25][CH:26]([F:27])[F:28])[N:21]([CH3:29])[N:20]=2)=[CH:14][C:11]=1[C:12]([OH:33])=[O:13] |f:0.1.2.3,6.7|. Procedure: A solution of 2.8 g (18 mmol) of sodium dihydrogen phosphate dihydrate in 28 ml of water was added at 10-15° C. to a solution of 24 g (71 mmol) of 2-chloro-5-(4-chloro-5-difluoromethoxy-1-methyl-1H-pyrazol-3-yl)-4-fluorobenzaldehyde in 130 ml of acetonitrile. Then, 6.8 ml of 30% strength aqueous hydrogen peroxide solution and (in the course of one hour) 9.8 g (108 mmol) of sodium chlorite were added in succession. After the mixture had been stirred for a further hour, it was heated to room tempe...